This data is from the Open Reaction Database (ORD), a public repository of structured organic reaction records. The task is: describe an organic reaction: reactants, conditions, products, and yield RXN SMILES: [CH2:13]1[O:14][CH2:15][CH2:16][CH2:17]1.[CH3:1][I:2].[o:3]1[c:4]([SH:12])[n:5][c:6]2[c:7]1[cH:8][cH:9][cH:10][cH:11]2>>[CH3:1][S:12][c:4]1[o:3][c:7]2[c:6]([n:5]1)[cH:11][cH:10][cH:9][cH:8]2. Starting materials: C1CCOC1, CI, Sc1nc2ccccc2o1. Product: CSc1nc2ccccc2o1. Reactants: C(C1=CC=CC=C1)[C@H](C(=O)O)CC[C@@H](C(N[C@@H]1C(N(CCCC1)C1=C(C=CC=C1)C)=O)=O)CC1=CC=CC=C1 ((2R,5R)-2,5-Dibenzyl-6-oxo-6-((S)-2-oxo-1-o-tolylazepan-3-ylamino)hexanoic acid), N[C@@H]1C(N2[C@@H](SCC1)CCC[C@H]2C)=O ((4S,7R,10aS)-4-Amino-7-methylhexahydro-2H-pyrido[2,1-b][1,3]thiazepin-5(7H)-one). Product: C(C1=CC=CC=C1)[C@H](C(=O)N[C@@H]1C(N2[C@@H](SCC1)CCC[C@H]2C)=O)CC[C@@H](C(=O)N[C@@H]2C(N(CCCC2)C2=C(C=CC=C2)C)=O)CC2=CC=CC=C2 ((2R,5R)-2,5-Dibenzyl-N1-((4S,7R,10aS)-7-methyl-5-oxooctahydro-2H-pyrido[2,1-b][1,3]thiazepin-4-yl)-N6-((S)-2-oxo-1-o-tolylazepan-3-yl)hexanediamide), solid. Yield: 69.0%. Reaction SMILES: [CH2:1]([C@@H:8]([CH2:12][CH2:13][C@H:14]([CH2:33][C:34]1[CH:39]=[CH:38][CH:37]=[CH:36][CH:35]=1)[C:15](=[O:32])[NH:16][C@H:17]1[CH2:23][CH2:22][CH2:21][CH2:20][N:19]([C:24]2[CH:29]=[CH:28][CH:27]=[CH:26][C:25]=2[CH3:30])[C:18]1=[O:31])[C:9](O)=[O:10])[C:2]1[CH:7]=[CH:6][CH:5]=[CH:4][CH:3]=1.[NH2:40][C@H:41]1[CH2:47][CH2:46][S:45][C@H:44]2[CH2:48][CH2:49][CH2:50][C@@H:51]([CH3:52])[N:43]2[C:42]1=[O:53]>>[CH2:1]([C@@H:8]([CH2:12][CH2:13][C@H:14]([CH2:33][C:34]1[CH:39]=[CH:38][CH:37]=[CH:36][CH:35]=1)[C:15]([NH:16][C@H:17]1[CH2:23][CH2:22][CH2:21][CH2:20][N:19]([C:24]2[CH:29]=[CH:28][CH:27]=[CH:26][C:25]=2[CH3:30])[C:18]1=[O:31])=[O:32])[C:9]([NH:40][C@H:41]1[CH2:47][CH2:46][S:45][C@H:44]2[CH2:48][CH2:49][CH2:50][C@@H:51]([CH3:52])[N:43]2[C:42]1=[O:53])=[O:10])[C:2]1[CH:7]=[CH:6][CH:5]=[CH:4][CH:3]=1. Procedure details: (2R,5R)-2,5-Dibenzyl-N1-((4S,7R,10aS)-7-methyl-5-oxooctahydro-2H-pyrido[2,1-b][1,3]thiazepin-4-yl)-N6-((S)-2-oxo-1-o-tolylazepan-3-yl)hexanediamide was synthesized as described in General Procedure H using Intermediate 71 (17 mg, 0.031 mmol) and Intermediate 72 (7.5 mg, 0.035 mmol) to give a white solid (18 mg, 69% yield). Anal. Calcd. for C43H54N4O4S m/z 722.7. found: 723.5 (M+H)+; 1H NMR (400 MHz, CDCl3) δ ppm 7.37-6.88 (m, 14H), 5.28 (d, J=5.2 Hz, 1H), 4.99-4.85 (m, 1H), 4.83-4.70 (m, 1H), 4.... The reactants are N1CCOCC1 (morpholine), BrCCCCC1(C2=CC=CC=C2OC=2C=CC=CC12)C(=O)Cl (9-(4-bromo-butyl)-9H-xanthene-9-carboxylic acid chloride). Yields the product BrCCCCC1(C2=CC=CC=C2OC=2C=CC=CC12)C(=O)N1CCOCC1 (1-[9-(4-bromo-butyl)-9H-xanthene-9-yl]-1-morpholin-4-yl-methanone). Reaction SMILES: [NH:1]1[CH2:6][CH2:5][O:4][CH2:3][CH2:2]1.[Br:7][CH2:8][CH2:9][CH2:10][CH2:11][C:12]1([C:26](Cl)=[O:27])[C:25]2[CH:24]=[CH:23][CH:22]=[CH:21][C:20]=2[O:19][C:18]2[C:13]1=[CH:14][CH:15]=[CH:16][CH:17]=2>>[Br:7][CH2:8][CH2:9][CH2:10][CH2:11][C:12]1([C:26]([N:1]2[CH2:6][CH2:5][O:4][CH2:3][CH2:2]2)=[O:27])[C:13]2[CH:14]=[CH:15][CH:16]=[CH:17][C:18]=2[O:19][C:20]2[C:25]1=[CH:24][CH:23]=[CH:22][CH:21]=2. Procedure details: Prepared analogously to Example 1 from morpholine and 9-(4-bromo-butyl)-9H-xanthene-9-carboxylic acid chloride. Reactants: 6-(o-bromophenyl), NC1=C(C(=O)C2=C(C=CC=C2)Br)C=CC=C1 (2-amino-2'-bromobenzophenone), ClC1=C(C=CC=C1)C1=NCC(NC2=C1C=CC=C2)=O (1,3-dihydro-5-(o-chlorophenyl)-2H-1,4-benzodiazepin-2-one), BrC1=C(C(=O)C2=C(C=CC=C2)[N+](=O)[O-])C=CC=C1 (2-bromo-2'-nitrobenzophenone). The product is BrC1=C(C=CC=C1)C1=NCC(NC2=C1C=CC=C2)=O (1,3-dihydro-5-(o-bromophenyl)-2H-1,4-benzodiazepin-2-one). As a reaction SMILES: Cl[C:2]1[CH:7]=[CH:6][CH:5]=[CH:4][C:3]=1[C:8]1[C:14]2[CH:15]=[CH:16][CH:17]=[CH:18][C:13]=2[NH:12][C:11](=[O:19])[CH2:10][N:9]=1.[Br:20]C1C=CC=CC=1C(C1C=CC=CC=1[N+]([O-])=O)=O.NC1C=CC=CC=1C(C1C=CC=CC=1Br)=O>>[Br:20][C:2]1[CH:7]=[CH:6][CH:5]=[CH:4][C:3]=1[C:8]1[C:14]2[CH:15]=[CH:16][CH:17]=[CH:18][C:13]=2[NH:12][C:11](=[O:19])[CH2:10][N:9]=1. Reported procedure: To make the 6-(o-bromophenyl) product one can follow the procedure shown by Sternbach et al., J. Med. Chem. 6, 263 (1963), for the preparation of 1,3-dihydro-5-(o-chlorophenyl)-2H-1,4-benzodiazepin-2-one using the Sandmeyer reaction followed by catalytic hydrogenation of the resulting 2-bromo-2'-nitrobenzophenone. This product, 2-amino-2'-bromobenzophenone, can be substituted in the process described by Sternbach et al. to produce 1,3-dihydro-5-(o-bromophenyl)-2H-1,4-benzodiazepin-2-one. Reactants: COC(C(C1=CC=C(C=C1)O)=O)=O (4-hydroxy-alpha-oxobenzeneacetic acid methyl ester), [H-].[Na+] (sodium hydride), BrCC1=CC2=CC=CC=C2C=C1 (2-bromomethylnaphthalene). Yields the product COC(C(C1=CC=C(C=C1)OCC1=CC2=CC=CC=C2C=C1)=O)=O (4-[(2-naphthalenyl)methoxy]alpha-oxobenzeneacetic acid methyl ester). RXN SMILES: [CH3:1][O:2][C:3](=[O:13])[C:4](=[O:12])[C:5]1[CH:10]=[CH:9][C:8]([OH:11])=[CH:7][CH:6]=1.[H-].[Na+].Br[CH2:17][C:18]1[CH:27]=[CH:26][C:25]2[C:20](=[CH:21][CH:22]=[CH:23][CH:24]=2)[CH:19]=1>CN(C)C=O>[CH3:1][O:2][C:3](=[O:13])[C:4](=[O:12])[C:5]1[CH:10]=[CH:9][C:8]([O:11][CH2:17][C:18]2[CH:27]=[CH:26][C:25]3[C:20](=[CH:21][CH:22]=[CH:23][CH:24]=3)[CH:19]=2)=[CH:7][CH:6]=1 |f:1.2|. Reported procedure: A solution of 4-hydroxy-alpha-oxobenzeneacetic acid methyl ester (0.50 g in 5 mL of dimethylformamide was treated with 60% sodium hydride (0.112 g) and after 15 minutes, 2-bromomethylnaphthalene (0.61 g) was added. The reaction mixture was stirred 45 minutes at room temperature, was quenched with 0.1 mL of acetic acid and was diluted with diethyl ether-ethyl acetate (10: 1, 50 mL). The mixture was washed with water (2×10 mL) and brine (1×10 mL), dried (1MgSO4) and chromatographed over 100 g of s... Run in CN(C=O)C (dimethylformamide). Reaction conditions: time 45 minute.